Dataset: the Open Reaction Database (ORD), a public repository of structured organic reaction records. Task: describe an organic reaction: reactants, conditions, products, and yield Reactants: [H-].[Na+] (NaH), C1(=CC=CC2=CC=CC=C12)CC(C(=O)OC(C)(C)C)C(=O)OC(C)(C)C (di-t-butyl (1-naphthylmethyl)malonate), C(C1=CC=CC=C1)Br (benzyl bromide). Run in C1CCOC1 (THF). Run at time 8 hour. Product: C1(=CC=CC2=CC=CC=C12)CC(C(=O)OC(C)(C)C)(C(=O)OC(C)(C)C)CC1=CC=CC=C1 (Di-t-butyl (1-naphthylmethyl)benzylmalonate). The yield is 80.0%. RXN SMILES: [H-].[Na+].[C:3]1([CH2:13][CH:14]([C:22]([O:24][C:25]([CH3:28])([CH3:27])[CH3:26])=[O:23])[C:15]([O:17][C:18]([CH3:21])([CH3:20])[CH3:19])=[O:16])[C:12]2[C:7](=[CH:8][CH:9]=[CH:10][CH:11]=2)[CH:6]=[CH:5][CH:4]=1.[CH2:29](Br)[C:30]1[CH:35]=[CH:34][CH:33]=[CH:32][CH:31]=1>C1COCC1>[C:3]1([CH2:13][C:14]([CH2:29][C:30]2[CH:35]=[CH:34][CH:33]=[CH:32][CH:31]=2)([C:15]([O:17][C:18]([CH3:21])([CH3:20])[CH3:19])=[O:16])[C:22]([O:24][C:25]([CH3:28])([CH3:27])[CH3:26])=[O:23])[C:12]2[C:7](=[CH:8][CH:9]=[CH:10][CH:11]=2)[CH:6]=[CH:5][CH:4]=1 |f:0.1|. Procedure: A suspension of 2.96 g (0.062 mol) of NaH. oil (50%) was washed with THF to remove the oil, then suspended in 300 mL THF, and then treated with 20.0 g (0.056 mol) of di-t-butyl (1-naphthylmethyl)malonate. The solution was refluxed for 40 minutes, then cooled to room temperature. A solution of 6.8 mL (0.057 mol) of benzyl bromide in 40 mL THF was then added and the mixture heated at reflux for 15 minutes, then left stirring at room temperature overnight. The solvent was removed under reduced pres... The reactants are CCOC(=O)c1nc(Cl)sc1Cl, NN, C1COCCO1, O. Reaction SMILES: [Cl:4][c:5]1[s:6][c:7]([Cl:15])[c:8]([C:10](=[O:11])[O:12][CH2:13][CH3:14])[n:9]1.[NH2:2][NH2:3].[O:16]1[CH2:17][CH2:18][O:19][CH2:20][CH2:21]1.[OH2:1]>>[NH:2]([NH2:3])[c:5]1[s:6][c:7]([Cl:15])[c:8]([C:10](=[O:11])[O:12][CH2:13][CH3:14])[n:9]1. The product is CCOC(=O)c1nc(NN)sc1Cl. Starting materials: O=C(Cl)c1ccccc1, COc1cc2c(cc1OC)C1C(CO)COCN1CC2, c1ccncc1. The product is COc1cc2c(cc1OC)C1C(COC(=O)c3ccccc3)COCN1CC2. Reaction SMILES: [C:21]([c:22]1[cH:23][cH:24][cH:25][cH:26][cH:27]1)(=[O:28])[Cl:29].[OH:1][CH2:2][CH:3]1[CH2:4][O:5][CH2:6][N:7]2[CH:8]1[c:9]1[cH:10][c:11]([O:19][CH3:20])[c:12]([O:17][CH3:18])[cH:13][c:14]1[CH2:15][CH2:16]2.[cH:30]1[cH:31][cH:32][n:33][cH:34][cH:35]1>>[O:1]([CH2:2][CH:3]1[CH2:4][O:5][CH2:6][N:7]2[CH:8]1[c:9]1[cH:10][c:11]([O:19][CH3:20])[c:12]([O:17][CH3:18])[cH:13][c:14]1[CH2:15][CH2:16]2)[C:21]([c:22]1[cH:23][cH:24][cH:25][cH:26][cH:27]1)=[O:28].